Dataset: the Open Reaction Database (ORD), a public repository of structured organic reaction records. Task: describe an organic reaction: reactants, conditions, products, and yield The reactants are NC1=NC2=C(N1C=1C=C(C=CC1)B1OCCCO1)C=CC=C2 (3-(2-amino-1-benzimidazolyl)-phenyl-1,3,2-dioxaborinane), BrC=1C=C2C=CNC2=CC1 (5-bromoindole). The product is NC1=NC2=C(N1C1=CC(=CC=C1)C=1C=C3C=CNC3=CC1)C=CC=C2 (2-Amino-1-[3-(5-indolyl)phenyl]benzimidazole). Reaction SMILES: [NH2:1][C:2]1[N:6]([C:7]2[CH:8]=[C:9](B3OCCCO3)[CH:10]=[CH:11][CH:12]=2)[C:5]2[CH:19]=[CH:20][CH:21]=[CH:22][C:4]=2[N:3]=1.Br[C:24]1[CH:25]=[C:26]2[C:30](=[CH:31][CH:32]=1)[NH:29][CH:28]=[CH:27]2>>[NH2:1][C:2]1[N:6]([C:7]2[CH:12]=[CH:11][CH:10]=[C:9]([C:24]3[CH:25]=[C:26]4[C:30](=[CH:31][CH:32]=3)[NH:29][CH:28]=[CH:27]4)[CH:8]=2)[C:5]2[CH:19]=[CH:20][CH:21]=[CH:22][C:4]=2[N:3]=1. Procedure: 2-Amino-1-[3-(5-indolyl)phenyl]benzimidazole was prepared from 3-(2-amino-1-benzimidazolyl)-phenyl-1,3,2-dioxaborinane and 5-bromoindole according to method A. mp 120°-123° C.